Dataset: the Open Reaction Database (ORD), a public repository of structured organic reaction records. Task: describe an organic reaction: reactants, conditions, products, and yield Reported procedure: 46 ml of thionyl chloride were added over 30 minutes to a solution of 130 g of 2,4-dichlorophenoxy-acetic acid in 150 ml of benzene, and the mixture was refluxed for one hour. The solvent and the excess thionyl chloride were eliminated under reduced pressure and the residue was distilled under 0.1 mm of mercury to obtain 91.4 g of the sought product with a boiling point of 120° C. at 0.1 mm of mercury. Reaction SMILES: S(Cl)([Cl:3])=O.[Cl:5][C:6]1[CH:16]=[C:15]([Cl:17])[CH:14]=[CH:13][C:7]=1[O:8][CH2:9][C:10](O)=[O:11]>C1C=CC=CC=1>[Cl:5][C:6]1[CH:16]=[C:15]([Cl:17])[CH:14]=[CH:13][C:7]=1[O:8][CH2:9][C:10]([Cl:3])=[O:11]. The solvent is C1=CC=CC=C1 (benzene). Yields the product ClC1=C(OCC(=O)Cl)C=CC(=C1)Cl (2,4-dichlorophenoxy acetyl chloride). Reactants: S(=O)(Cl)Cl (thionyl chloride), ClC1=C(OCC(=O)O)C=CC(=C1)Cl (2,4-dichlorophenoxy-acetic acid), S(=O)(Cl)Cl (thionyl chloride). Starting materials: Cl (hydrochloric acid), ClP(C1CCCCC1)C1CCCCC1 (chlorodicyclohexylphosphine), C1(=CC=CC=C1)C (toluene). The reagents and catalysts are [Zn] (zinc). The solvent is CN(C=O)C (N,N-dimethylformamide). Conditions: time 1 hour. Yields the product C1(CCCCC1)PC1CCCCC1 (dicyclohexylphosphine). Isolated yield 67.0%. RXN SMILES: Cl[P:2]([CH:9]1[CH2:14][CH2:13][CH2:12][CH2:11][CH2:10]1)[CH:3]1[CH2:8][CH2:7][CH2:6][CH2:5][CH2:4]1.Cl.C1(C)C=CC=CC=1>CN(C)C=O.[Zn]>[CH:9]1([PH:2][CH:3]2[CH2:4][CH2:5][CH2:6][CH2:7][CH2:8]2)[CH2:10][CH2:11][CH2:12][CH2:13][CH2:14]1. Procedure: 1.09 g (4.68 mmol) of chlorodicyclohexylphosphine was added dropwise in a nitrogen gas atmosphere to a suspension of 461 mg (7.05 mg-atoms) of zinc (powder) in 10 cm3 of N,N-dimethylformamide and the mixture was stirred at room temperature for one hour. To the reaction mixture was added dropwise 10 cm3 (10 mmol) of 1 mol·dm--3 hydrochloric acid and then 10 cm3 of toluene. The mixture was stirred, the aqueous layer and the toluene layer were separated off, and the toluene layer was determined by ... RXN SMILES: [CH2:1]([C:8]1[C:12]2[CH:13]=[C:14]([CH3:18])[CH:15]=[C:16]([Br:17])[C:11]=2[O:10][CH:9]=1)[C:2]1[CH:7]=[CH:6][CH:5]=[CH:4][CH:3]=1.P(Cl)(Cl)(Cl)=O.[OH-].[Na+].CN([CH:29]=[O:30])C>>[CH2:1]([C:8]1[C:12]2[CH:13]=[C:14]([CH3:18])[CH:15]=[C:16]([Br:17])[C:11]=2[O:10][C:9]=1[CH:29]=[O:30])[C:2]1[CH:3]=[CH:4][CH:5]=[CH:6][CH:7]=1 |f:2.3|. Product: C(C1=CC=CC=C1)C1=C(OC2=C1C=C(C=C2Br)C)C=O (3-benzyl-7-bromo-5-methyl-benzofuran-2-carbaldehyde). Yield: 61.0%. Reaction conditions: temperature 50 celsius, time 5 hour. Reported procedure: 3-Benzyl-7-bromo-5-methyl-benzofuran (3.93 g, 13.05 mmol) was mixed with 10 ml DMF. Phosphorus oxychloride (1.8 ml, 19.3 mmol) was added and the reaction mixture was heated to 50° C. for 16 hours. Additional phosphorus oxychloride (3.6 ml, 38.6 mmol) was added and the reaction mixture was heated to 90° C. for an hour, then to 100° C. for five hours. The mixture was cooled to room temperature, poured onto ice and aqueous sodium hydroxide was added until the mixture reached pH=3. The mixture was e... Starting materials: [OH-].[Na+] (sodium hydroxide), C(C1=CC=CC=C1)C1=COC2=C1C=C(C=C2Br)C (3-Benzyl-7-bromo-5-methyl-benzofuran), CN(C)C=O (DMF), P(=O)(Cl)(Cl)Cl (phosphorus oxychloride), P(=O)(Cl)(Cl)Cl (Phosphorus oxychloride). Reactants: N1(CCOCC1)C(=O)C=1NC2=CC=C(C=C2C1)O[C@@H]1CNCC1 (Morpholin-4-yl-[5-((S)-pyrrolidin-3-yloxy)-1H-indol-2-yl]-methanone), BrCC1CC1 (bromomethyl-cyclopropane). Yields the product C1(CC1)CN1C[C@H](CC1)OC=1C=C2C=C(NC2=CC1)C(=O)N1CCOCC1 ([5-((S)-1-Cyclopropylmethyl-pyrrolidin-3-yloxy)-1H-indol-2-yl]-morpholin-4-yl-methanone). As a reaction SMILES: [N:1]1([C:7]([C:9]2[NH:10][C:11]3[C:16]([CH:17]=2)=[CH:15][C:14]([O:18][C@H:19]2[CH2:23][CH2:22][NH:21][CH2:20]2)=[CH:13][CH:12]=3)=[O:8])[CH2:6][CH2:5][O:4][CH2:3][CH2:2]1.Br[CH2:25][CH:26]1[CH2:28][CH2:27]1>>[CH:26]1([CH2:25][N:21]2[CH2:22][CH2:23][C@H:19]([O:18][C:14]3[CH:15]=[C:16]4[C:11](=[CH:12][CH:13]=3)[NH:10][C:9]([C:7]([N:1]3[CH2:2][CH2:3][O:4][CH2:5][CH2:6]3)=[O:8])=[CH:17]4)[CH2:20]2)[CH2:28][CH2:27]1. Reported procedure: According to the procedure described for the synthesis of [5-((S)-1-Isopropyl-pyrrolidin-3-yloxy)-1H-indol-2-yl]-morpholin-4-yl-methanone the title compound was synthesized from Morpholin-4-yl-[5-((S)-pyrrolidin-3-yloxy)-1H-indol-2-yl]-methanone and bromomethyl-cyclopropane. The title compound was obtained as light yellow solid. MS (m/e): 370.3 (MH+, 100%). The reactants are C(C)OC(C1=CC(=C(C(=C1)Cl)OC1=CC(=C(C=C1)OC)C(C)C)Cl)=O (3,5-Dichloro-4-(3-isopropyl-4-methoxy-phenoxy)-benzoic acid ethyl ester), [H-].C(C(C)C)[Al+]CC(C)C (diisobutylaluminum hydride). Run in C(Cl)Cl (methylene chloride). Run at time 19 hour. Yields the product ClC=1C=C(C=C(C1OC1=CC(=C(C=C1)OC)C(C)C)Cl)CO ([3,5-Dichloro-4-(3-isopropyl-4-methoxy-phenoxy)-phenyl]-methanol). Isolated yield 84.5%. As a reaction SMILES: C([O:3][C:4](=O)[C:5]1[CH:10]=[C:9]([Cl:11])[C:8]([O:12][C:13]2[CH:18]=[CH:17][C:16]([O:19][CH3:20])=[C:15]([CH:21]([CH3:23])[CH3:22])[CH:14]=2)=[C:7]([Cl:24])[CH:6]=1)C.[H-].C([Al+]CC(C)C)C(C)C>C(Cl)Cl>[Cl:11][C:9]1[CH:10]=[C:5]([CH2:4][OH:3])[CH:6]=[C:7]([Cl:24])[C:8]=1[O:12][C:13]1[CH:18]=[CH:17][C:16]([O:19][CH3:20])=[C:15]([CH:21]([CH3:23])[CH3:22])[CH:14]=1 |f:1.2|. Procedure details: To a solution of 3,5-dichloro-4-(3-isopropyl-4-methoxy-phenoxy)-benzoic acid ethyl ester (prepared as described in Example 1, Step A) (100 mg, 0.26 mmol) in methylene chloride (3 mL) at −78° C. under nitrogen was added diisobutylaluminum hydride (1M in hexane, 0.6 ml, 0.6 mmol). The reaction mixture was warmed to room temperature and stirred for about 19 hours. The reaction was quenched with methanol (1 ml) and sodium potassium tartrate (0.5M aqueous solution, 2 ml). After stirring for about 15 ... Starting materials: ClC1=C(C(=O)O)C=C(C(=C1)F)F (2-Chloro-4,5-difluorobenzoic acid), S(=O)(Cl)Cl (thionyl chloride). Yields the product ClC1=C(C(=O)Cl)C=C(C(=C1)F)F (2-Chloro-4,5-difluorobenzoyl chloride). Yield: 90.0%. As a reaction SMILES: [Cl:1][C:2]1[CH:10]=[C:9]([F:11])[C:8]([F:12])=[CH:7][C:3]=1[C:4](O)=[O:5].S(Cl)([Cl:15])=O>>[Cl:1][C:2]1[CH:10]=[C:9]([F:11])[C:8]([F:12])=[CH:7][C:3]=1[C:4]([Cl:15])=[O:5]. Reported procedure: 2-Chloro-4,5-difluorobenzoic acid (19.2 g, 0.1 mol) was mixed with thionyl chloride (50 ml) and heated to reflux for 3 hours. The reaction mixture was evaporated to dryness, and the residue dissolved in methylene chloride. Solvent was removed in vacuo, and the procedure repeated once with methylene chloride and once with benzene. The material (19 g, 0.09 mol, 90% yield) was used without further purification. Reactants: C(C)(=O)OC=1C=C(C2OC3=CC(=CC(=C3C(C2)=O)OC(C)=O)OC(C)=O)C=CC1OC(C)=O (3',4',5,7-tetraacetoxyflavanone), [BH4-].[Na+] (NaBH4), C(C)(=O)O (acetic acid), C(C)(=O)OC(C)=O (acetic anhydride), [BH4-].[Na+] (NaBH4), ice water. The solvent is C1CCOC1.C(C)O (THF ethanol), N1=CC=CC=C1 (pyridine). Run at time 30 minute. Product: C(C)(=O)OC=1C=C(C2OC3=CC(=CC(=C3CC2)OC(C)=O)OC(C)=O)C=CC1OC(C)=O (3',4',5,7-Tetraacetoxyflavan). Isolated yield 36.0%. Reaction SMILES: [C:1]([O:4][C:5]1[CH:6]=[C:7]([CH:27]=[CH:28][C:29]=1[O:30][C:31](=[O:33])[CH3:32])[CH:8]1[CH2:17][C:16](=O)[C:15]2[C:10](=[CH:11][C:12]([O:23][C:24](=[O:26])[CH3:25])=[CH:13][C:14]=2[O:19][C:20](=[O:22])[CH3:21])[O:9]1)(=[O:3])[CH3:2].[BH4-].[Na+].C(O)(=O)C.C(OC(=O)C)(=O)C>C1COCC1.C(O)C.N1C=CC=CC=1>[C:1]([O:4][C:5]1[CH:6]=[C:7]([CH:27]=[CH:28][C:29]=1[O:30][C:31](=[O:33])[CH3:32])[CH:8]1[CH2:17][CH2:16][C:15]2[C:10](=[CH:11][C:12]([O:23][C:24](=[O:26])[CH3:25])=[CH:13][C:14]=2[O:19][C:20](=[O:22])[CH3:21])[O:9]1)(=[O:3])[CH3:2] |f:1.2,5.6|. Reported procedure: To a stirred solution of 1.0 grams 3',4',5,7-tetraacetoxyflavanone in 50 ml of 50% THF-ethanol was added 100 mg NaBH4. After 30 min., an additional 100 mg NaBH4 was added and stirring continued at room temperature for a total of 1 hour. The mixture was then poured into 200 ml of cold 0.5% acetic acid and extracted three times with 75 ml CHCl3. The combined CHCl3 extracts were dried (NA2SO4) and evaporated to give a thick oil. To the oil was added 6 ml acetic anhydride and 8 ml pyridine and this ... Starting materials: O=C([O-])O, C1CCOC1, COC(=O)C(NC(=O)c1ccc([N+](=O)[O-])c(C)c1)C(C)O, CCO, O=C(Cl)OCc1ccccc1, [H][H], [Na+], O. Yields the product COC(=O)C(NC(=O)c1ccc(NC(=O)OCc2ccccc2)c(C)c1)C(C)O. RXN SMILES: [C:24](=[O:25])([OH:26])[O-:27].[CH2:43]1[O:44][CH2:45][CH2:46][CH2:47]1.[CH3:1][O:2][C:3]([CH:4]([NH:5][C:6]([c:7]1[cH:8][c:9]([CH3:16])[c:10]([N+:13]([O-:14])=[O:15])[cH:11][cH:12]1)=[O:17])[CH:18]([OH:19])[CH3:20])=[O:21].[CH3:40][CH2:41][OH:42].[Cl:29][C:30](=[O:31])[O:32][CH2:33][c:34]1[cH:35][cH:36][cH:37][cH:38][cH:39]1.[H:22][H:23].[Na+:28].[OH2:48]>>[CH3:1][O:2][C:3]([CH:4]([NH:5][C:6]([c:7]1[cH:8][c:9]([CH3:16])[c:10]([NH:13][C:30](=[O:31])[O:32][CH2:33][c:34]2[cH:35][cH:36][cH:37][cH:38][cH:39]2)[cH:11][cH:12]1)=[O:17])[CH:18]([OH:19])[CH3:20])=[O:21]. Starting materials: II (iodine), CNC(COC1=CC=CC2=CC=CC=C12)=O (N-methyl-2-(1-naphthyloxy)acetamide), [BH4-].[Na+] (sodium borohydride), CO (Methanol). Run in C1CCOC1 (THF), C1CCOC1 (THF), C1CCOC1 (THF). Run at temperature 70 celsius, time 15 minute. The product is CNCCOC1=CC=CC2=CC=CC=C12 (N-methyl-N-[2-(1-naphthyloxy)ethyl]amine). The yield is 11.9%. Reaction SMILES: [CH3:1][NH:2][C:3](=O)[CH2:4][O:5][C:6]1[C:15]2[C:10](=[CH:11][CH:12]=[CH:13][CH:14]=2)[CH:9]=[CH:8][CH:7]=1.[BH4-].[Na+].II.CO>C1COCC1>[CH3:1][NH:2][CH2:3][CH2:4][O:5][C:6]1[C:15]2[C:10](=[CH:11][CH:12]=[CH:13][CH:14]=2)[CH:9]=[CH:8][CH:7]=1 |f:1.2|. Reported procedure: At 0° C., a solution of N-methyl-2-(1-naphthyloxy)acetamide (17.4 g, 81.1 mmol) in THF (100 ml) was added dropwise to a suspension of sodium borohydride (7.35 g, 195 mmol) in THF (100 ml). The reaction mixture was stirred for 15 min at this temperature. A solution of iodine (20.6 g, 81 mmol) in THF (200 ml) was added dropwise. The reaction mixture was heated to 70° C. for 16 hours. It was cooled to 0° C. Methanol (250 ml) was added dropwise. The solvents were removed in vacuo. The residue was di... Reactants: ClC1=C(N)C(=CC=C1)Cl (2,6-dichloroaniline), Cl (hydrochloric acid), N(=O)[O-].[Na+] (sodium nitrite), [N-]=[N+]=[N-].[Na+] (sodium azide). Run in C(C)(=O)OCC (ethyl acetate), O (water), O (water). Run at time 10 minute. Product: N(=[N+]=[N-])C1=C(C=CC=C1Cl)Cl (2-Azido-1,3-dichloro-benzene). Isolated yield 90.9%. RXN SMILES: [Cl:1][C:2]1[CH:8]=[CH:7][CH:6]=[C:5]([Cl:9])[C:3]=1[NH2:4].Cl.N([O-])=O.[Na+].[N-:15]=[N+:16]=[N-].[Na+]>C(OCC)(=O)C.O>[N:4]([C:3]1[C:2]([Cl:1])=[CH:8][CH:7]=[CH:6][C:5]=1[Cl:9])=[N+:15]=[N-:16] |f:2.3,4.5|. Procedure: To a 0° C. solution of 2,6-dichloroaniline (2.00 g) in ethyl acetate (40 mL) is added concentrated hydrochloric acid (12 mL). The reaction is stirred for 10 min. To this solution is added a solution of sodium nitrite (2.55 g) in water (7.5 mL) over 3 min. Upon completion of the addition, the reaction is stirred for an additional 30 min. A solution of sodium azide (2.41 g) in water (8 mL) is added over 5 min. After 30 min, pH 7 buffer (50 mL) is added and the reaction is transferred to a separato...